This data is from the Open Reaction Database (ORD), a public repository of structured organic reaction records. The task is: describe an organic reaction: reactants, conditions, products, and yield The reactants are O=C1CCC(=O)N1Br, O=C(OOC(=O)c1ccccc1)c1ccccc1, CN(C)C=O, O=C(O)c1c[nH]c2c1C(=O)CCC2, O. Product: O=C(O)c1c(Br)[nH]c2c1C(=O)CCC2. Reaction SMILES: [Br:32][N:33]1[C:34](=[O:35])[CH2:36][CH2:37][C:38]1=[O:39].[C:14]([O:15][O:16][C:17](=[O:18])[c:19]1[cH:20][cH:21][cH:22][cH:23][cH:24]1)(=[O:25])[c:26]1[cH:27][cH:28][cH:29][cH:30][cH:31]1.[CH3:41][N:42]([CH3:43])[CH:44]=[O:45].[O:1]=[C:2]1[c:3]2[c:4]([C:11](=[O:12])[OH:13])[cH:5][nH:6][c:7]2[CH2:8][CH2:9][CH2:10]1.[OH2:40]>>[O:1]=[C:2]1[c:3]2[c:4]([C:11](=[O:12])[OH:13])[c:5]([Br:32])[nH:6][c:7]2[CH2:8][CH2:9][CH2:10]1.